Dataset: the Open Reaction Database (ORD), a public repository of structured organic reaction records. Task: describe an organic reaction: reactants, conditions, products, and yield The reactants are OC1=CC=2C=C3N(C2C=C1)C[C@H](NC3=O)C ((R)-8-hydroxy-3-methyl-3,4-dihydro-2H-pyrazino[1,2-a]indol-1-one), C(C)(C)N1CCC(CC1)O (1-isopropyl-piperidin-4-ol), C1(=CC=CC=C1)P(C1=CC=CC=C1)C1=CC=CC=C1 (triphenylphosphine), C(C)(C)(C)OC(=O)N=NC(=O)OC(C)(C)C (di-tert-butyl-azodicarboxylate). Yields the product C(C)(C)N1CCC(CC1)OC1=CC=2C=C3N(C2C=C1)C[C@H](NC3=O)C ((R)-8-(1-Isopropyl-piperidin-4-yloxy)-3-methyl-3,4-dihydro-2H-pyrazino[1,2-a]indol-1-one). Yield: 34.0%. Reaction SMILES: [OH:1][C:2]1[CH:10]=[CH:9][C:8]2[N:7]3[CH2:11][C@@H:12]([CH3:16])[NH:13][C:14](=[O:15])[C:6]3=[CH:5][C:4]=2[CH:3]=1.[CH:17]([N:20]1[CH2:25][CH2:24][CH:23](O)[CH2:22][CH2:21]1)([CH3:19])[CH3:18].C1(P(C2C=CC=CC=2)C2C=CC=CC=2)C=CC=CC=1.C(OC(N=NC(OC(C)(C)C)=O)=O)(C)(C)C>>[CH:17]([N:20]1[CH2:25][CH2:24][CH:23]([O:1][C:2]2[CH:10]=[CH:9][C:8]3[N:7]4[CH2:11][C@@H:12]([CH3:16])[NH:13][C:14](=[O:15])[C:6]4=[CH:5][C:4]=3[CH:3]=2)[CH2:22][CH2:21]1)([CH3:19])[CH3:18]. Procedure details: The title compound was synthesized in analogy to example 1, from (R)-8-hydroxy-3-methyl-3,4-dihydro-2H-pyrazino[1,2-a]indol-1-one, 1-isopropyl-piperidin-4-ol (commercially available), triphenylphosphine and di-tert-butyl-azodicarboxylate, to give the desired product as a light yellow solid (34%).